This data is from the Open Reaction Database (ORD), a public repository of structured organic reaction records. The task is: describe an organic reaction: reactants, conditions, products, and yield The reactants are CN(C)c1ccncc1, CCOC(C)=O, CCN(C(C)C)C(C)C, O=C(OC(Cl)(Cl)Cl)OC(Cl)(Cl)Cl, O=C(Nc1ccc([N+](=O)[O-])cc1Cl)c1cc(Cl)ccc1O, ClCCl, CC(C)(C)OC(=O)C1CCCN1, c1ccncc1. The product is CC(C)(C)OC(=O)C1CCCN1C(=O)Cl. RXN SMILES: [CH3:64][N:65]([CH3:66])[c:67]1[cH:68][cH:69][n:70][cH:71][cH:72]1.[CH3:73][CH2:74][O:75][C:76](=[O:77])[CH3:78].[CH:13]([N:14]([CH:15]([CH3:16])[CH3:17])[CH2:18][CH3:19])([CH3:20])[CH3:21].[Cl:22][C:23]([O:26][C:24](=[O:25])[O:27][C:28]([Cl:29])([Cl:30])[Cl:31])([Cl:32])[Cl:33].[Cl:34][c:35]1[cH:36][cH:37][c:38]([OH:39])[c:40]([C:42]([NH:43][c:44]2[cH:45][cH:46][c:47]([N+:48]([O-:49])=[O:50])[cH:51][c:52]2[Cl:53])=[O:54])[cH:41]1.[Cl:55][CH2:56][Cl:57].[NH:1]1[CH:2]([C:6](=[O:7])[O:8][C:9]([CH3:10])([CH3:11])[CH3:12])[CH2:3][CH2:4][CH2:5]1.[cH:58]1[cH:59][cH:60][n:61][cH:62][cH:63]1>>[N:1]1([C:23]([Cl:22])=[O:26])[CH:2]([C:6](=[O:7])[O:8][C:9]([CH3:10])([CH3:11])[CH3:12])[CH2:3][CH2:4][CH2:5]1. The reactants are C(C)(=O)OCC (Ethyl acetate), C([O-])([O-])=O.[K+].[K+] (potassium carbonate), CI (methyl iodide), C(=O)(OC)CNCCC(C1=CC=CC=C1)C1=CC=CC=C1 (N-(carbomethoxy)methylamino-3,3-diphenylpropane). The solvent is O (water), CN(C=O)C (dimethylformamide). Reaction conditions: time 16 hour. Yields the product C1(=CC=CC=C1)C(CC)C1=CC=CC=C1 (3,3-diphenylpropane). As a reaction SMILES: C(CN[CH2:7][CH2:8][CH:9]([C:16]1[CH:21]=[CH:20][CH:19]=[CH:18][CH:17]=1)[C:10]1[CH:15]=[CH:14][CH:13]=[CH:12][CH:11]=1)(OC)=O.C(=O)([O-])[O-].[K+].[K+].CI.C(OCC)(=O)C>CN(C)C=O.O>[C:10]1([CH:9]([C:16]2[CH:17]=[CH:18][CH:19]=[CH:20][CH:21]=2)[CH2:8][CH3:7])[CH:15]=[CH:14][CH:13]=[CH:12][CH:11]=1 |f:1.2.3|. Procedure details: To a solution of (2S)-1-((3,5-bis(trifluoromethyl)phenyl)methyloxy)-2-(N-(carbomethoxy)methylamino-3,3-diphenylpropane (7.6 g, prepared as an intermediate in Example 57) in dimethylformamide (80 ml) was added potassium carbonate (10 g) and methyl iodide (4.5 ml) and the solution stirred in an enclosed atmosphere for 16 hours. Ethyl acetate (200 ml) and water were added and the organic phase washed with water, brine and dried (MgSO4). Purification by silica gel chromatography gave (2S)-1-((3,5-bi...